This data is from the Open Reaction Database (ORD), a public repository of structured organic reaction records. The task is: describe an organic reaction: reactants, conditions, products, and yield The reactants are [BH3-]C#N, CC(=O)O, CO, O=Cc1ccccc1, CC(C)(C)OC(=O)NCc1cccc(C(O)c2cc(Cl)ccc2N)c1, [Na+]. Yields the product CC(C)(C)OC(=O)NCc1cccc(C(O)c2cc(Cl)ccc2NCc2ccccc2)c1. As a reaction SMILES: [C:38]([BH3-:39])#[N:40].[CH3:34][C:35](=[O:36])[OH:37].[CH3:42][OH:43].[CH:26](=[O:27])[c:28]1[cH:29][cH:30][cH:31][cH:32][cH:33]1.[NH2:1][c:2]1[c:3]([CH:4]([c:5]2[cH:6][c:7]([CH2:11][NH:12][C:13](=[O:14])[O:15][C:16]([CH3:17])([CH3:18])[CH3:19])[cH:8][cH:9][cH:10]2)[OH:20])[cH:21][c:22]([Cl:25])[cH:23][cH:24]1.[Na+:41]>>[NH:1]([c:2]1[c:3]([CH:4]([c:5]2[cH:6][c:7]([CH2:11][NH:12][C:13](=[O:14])[O:15][C:16]([CH3:17])([CH3:18])[CH3:19])[cH:8][cH:9][cH:10]2)[OH:20])[cH:21][c:22]([Cl:25])[cH:23][cH:24]1)[CH2:26][c:28]1[cH:29][cH:30][cH:31][cH:32][cH:33]1. Starting materials: Cl.NC1C(NC2=CC=CC=C2C1)=O (3-amino-3,4-dihydrocarbostyril hydrochloride), N1C(=CC2=CC=CC=C12)C(=O)O (indole-2-carboxylic acid). The product is N1C(=CC2=CC=CC=C12)C(=O)NC1C(NC2=CC=CC=C2C1)=O (3-(indole-2-carbonylamino)-3,4-dihydrocarbostyril). Reaction SMILES: Cl.[NH2:2][CH:3]1[CH2:12][C:11]2[C:6](=[CH:7][CH:8]=[CH:9][CH:10]=2)[NH:5][C:4]1=[O:13].[NH:14]1[C:22]2[C:17](=[CH:18][CH:19]=[CH:20][CH:21]=2)[CH:16]=[C:15]1[C:23](O)=[O:24]>>[NH:14]1[C:22]2[C:17](=[CH:18][CH:19]=[CH:20][CH:21]=2)[CH:16]=[C:15]1[C:23]([NH:2][CH:3]1[CH2:12][C:11]2[C:6](=[CH:7][CH:8]=[CH:9][CH:10]=2)[NH:5][C:4]1=[O:13])=[O:24] |f:0.1|. Reported procedure: The title compound was prepared by the methods of Example 5 using 3-amino-3,4-dihydrocarbostyril hydrochloride in place of (R)-3-amino-3,4-dihydrocarbostyril hydrochloride and indole-2-carboxylic acid in place of 5-chloroindole-2-carboxylic acid. HPLC/MS [M+H]+, 306; [M+Na]+, 328. The product is O=C(O)C(F)(F)C(O)(Cn1cncn1)c1ccc(F)cc1F. Reactants: Br, Cc1ccccc1, O=C(NCc1ccc(Cl)cc1)C(F)(F)C(O)(Cn1cncn1)c1ccc(F)cc1F, [Na+], [Na+], O=C([O-])[O-], O. As a reaction SMILES: [BrH:1].[CH3:32][c:33]1[cH:34][cH:35][cH:36][cH:37][cH:38]1.[Cl:2][c:3]1[cH:4][cH:5][c:6]([CH2:7][NH:8][C:9]([C:10]([C:11]([CH2:12][n:13]2[n:14][cH:15][n:16][cH:17]2)([OH:18])[c:19]2[c:20]([F:26])[cH:21][c:22]([F:25])[cH:23][cH:24]2)([F:27])[F:28])=[O:29])[cH:30][cH:31]1.[Na+:39].[Na+:40].[O-:41][C:42](=[O:43])[O-:44].[OH2:45]>>[C:9]([C:10]([C:11]([CH2:12][n:13]1[n:14][cH:15][n:16][cH:17]1)([OH:18])[c:19]1[c:20]([F:26])[cH:21][c:22]([F:25])[cH:23][cH:24]1)([F:27])[F:28])([OH:29])=[O:41]. Procedure: 200 mg (0.395 mMol) of tert.butyl (S)-2-ethoxy-4-[N-(1-(2-piperidino-phenyl)-3-methyl-1-butyl)-aminocarbonylmethyl]-benzoate (melting point: 122°-123° C.; [α]D20 =+8.7°; c=1 in methanol) are stirred into 2 ml of methylene chloride together with 0.45 g (3.95 mMol) of trifluoroacetic acid overnight at ambient temperature. The mixture is evaporated down in vacuo and the evaporation residue is distributed between aqueous sodium hydrogen carbonate solution and ethyl acetate. The organic extract is dr... Reactants: C(C)OC1=C(C(=O)OC(C)(C)C)C=CC(=C1)CC(=O)N[C@@H](CC(C)C)C1=C(C=CC=C1)N1CCCCC1 (tert.butyl (S)-2-ethoxy-4-[N-(1-(2-piperidino-phenyl)-3-methyl-1-butyl)-aminocarbonylmethyl]-benzoate), FC(C(=O)O)(F)F (trifluoroacetic acid). Yields the product C(C)OC1=C(C(=O)O)C=CC(=C1)CC(=O)N[C@@H](CC(C)C)C1=C(C=CC=C1)N1CCCCC1 ((S)-2-Ethoxy-4-[N-(1-(2-piperidino-phenyl)-3-methyl-1-butyl)-aminocarbonylmethyl]-benzoic acid). As a reaction SMILES: [CH2:1]([O:3][C:4]1[CH:16]=[C:15]([CH2:17][C:18]([NH:20][C@H:21]([C:26]2[CH:31]=[CH:30][CH:29]=[CH:28][C:27]=2[N:32]2[CH2:37][CH2:36][CH2:35][CH2:34][CH2:33]2)[CH2:22][CH:23]([CH3:25])[CH3:24])=[O:19])[CH:14]=[CH:13][C:5]=1[C:6]([O:8]C(C)(C)C)=[O:7])[CH3:2].FC(F)(F)C(O)=O>C(Cl)Cl>[CH2:1]([O:3][C:4]1[CH:16]=[C:15]([CH2:17][C:18]([NH:20][C@H:21]([C:26]2[CH:31]=[CH:30][CH:29]=[CH:28][C:27]=2[N:32]2[CH2:33][CH2:34][CH2:35][CH2:36][CH2:37]2)[CH2:22][CH:23]([CH3:25])[CH3:24])=[O:19])[CH:14]=[CH:13][C:5]=1[C:6]([OH:8])=[O:7])[CH3:2]. Run in C(Cl)Cl (methylene chloride). The reactants are BrCc1ccccc1, O=C([O-])[O-], CN(C)C=O, Oc1ccc(OC(F)(F)F)cc1, [K+], [K+], O. Yields the product FC(F)(F)Oc1ccc(OCc2ccccc2)cc1. RXN SMILES: [Br:1][CH2:2][c:3]1[cH:4][cH:5][cH:6][cH:7][cH:8]1.[C:21](=[O:22])([O-:23])[O-:24].[CH3:28][N:29]([CH3:30])[CH:31]=[O:32].[F:9][C:10]([O:11][c:12]1[cH:13][cH:14][c:15]([OH:18])[cH:16][cH:17]1)([F:19])[F:20].[K+:25].[K+:26].[OH2:27]>>[CH2:2]([c:3]1[cH:4][cH:5][cH:6][cH:7][cH:8]1)[O:18][c:15]1[cH:14][cH:13][c:12]([O:11][C:10]([F:9])([F:19])[F:20])[cH:17][cH:16]1. Reactants: ClC1=CC(=C(CN2N=CC3=CC(=CC=C23)C=C2C(N=C(S2)SC)=O)C=C1)C(F)(F)F (5-[1-(4-chloro-2-trifluoromethyl-benzyl)-1H-indazol-5-ylmethylene]-2-methylsulfanyl-thiazol-4-one), O[C@@H]1C[C@H](NC1)C(=O)O (4-(R)-hydroxy-pyrrolidine-2-(S)-carboxylic acid). The product is ClC1=CC(=C(CN2N=CC3=CC(=CC=C23)C=C2C(N=C(S2)N2[C@@H](C[C@H](C2)O)C(=O)O)=O)C=C1)C(F)(F)F (1-{5-[1-(4-Chloro-2-trifluoromethyl-benzyl)-1H-indazol-5-ylmethylene]-4-oxo-4,5-dihydro-thiazol-2-yl}-4-(R)-hydroxy-pyrrolidine-2-(S)-carboxylic acid). RXN SMILES: [Cl:1][C:2]1[CH:26]=[CH:25][C:5]([CH2:6][N:7]2[C:15]3[C:10](=[CH:11][C:12]([CH:16]=[C:17]4[S:21][C:20](SC)=[N:19][C:18]4=[O:24])=[CH:13][CH:14]=3)[CH:9]=[N:8]2)=[C:4]([C:27]([F:30])([F:29])[F:28])[CH:3]=1.[OH:31][C@H:32]1[CH2:36][NH:35][C@H:34]([C:37]([OH:39])=[O:38])[CH2:33]1>>[Cl:1][C:2]1[CH:26]=[CH:25][C:5]([CH2:6][N:7]2[C:15]3[C:10](=[CH:11][C:12]([CH:16]=[C:17]4[S:21][C:20]([N:35]5[CH2:36][C@H:32]([OH:31])[CH2:33][C@H:34]5[C:37]([OH:39])=[O:38])=[N:19][C:18]4=[O:24])=[CH:13][CH:14]=3)[CH:9]=[N:8]2)=[C:4]([C:27]([F:28])([F:30])[F:29])[CH:3]=1. Procedure: 1-{5-[1-(4-Chloro-2-trifluoromethyl-benzyl)-1H-indazol-5-ylmethylene]-4-oxo-4,5-dihydro-thiazol-2-yl}-4-(R)-hydroxy-pyrrolidine-2-(S)-carboxylic acid was prepared from 5-[1-(4-chloro-2-trifluoromethyl-benzyl)-1H-indazol-5-ylmethylene]-2-methylsulfanyl-thiazol-4-one and 4-(R)-hydroxy-pyrrolidine-2-(S)-carboxylic acid following General Procedure C. Starting materials: [BH4-], CO, COc1cc(C=O)ccc1F, [Na+], [Na+], [OH-], O. Product: COc1cc(CO)ccc1F. Reaction SMILES: [BH4-:12].[CH3:14][OH:15].[F:1][c:2]1[c:3]([O:10][CH3:11])[cH:4][c:5]([CH:6]=[O:7])[cH:8][cH:9]1.[Na+:13].[Na+:17].[OH-:16].[OH2:18]>>[F:1][c:2]1[c:3]([O:10][CH3:11])[cH:4][c:5]([CH2:6][OH:7])[cH:8][cH:9]1. Starting materials: OC=1C=C(C(=O)O)C=C(C1)O (3,5-dihydroxybenzoic acid), CO (methanol). Solvent: OS(=O)(=O)O (H2SO4). Product: OC=1C=C(C(=O)OC)C=C(C1)O (methyl 3,5-dihydroxybenzoate). Isolated yield 95.0%. RXN SMILES: [OH:1][C:2]1[CH:3]=[C:4]([CH:8]=[C:9]([OH:11])[CH:10]=1)[C:5]([OH:7])=[O:6].[CH3:12]O>OS(O)(=O)=O>[OH:1][C:2]1[CH:3]=[C:4]([CH:8]=[C:9]([OH:11])[CH:10]=1)[C:5]([O:7][CH3:12])=[O:6]. Procedure details: A solution of 3,5-dihydroxybenzoic acid (20.0 g, 129.9 mmol) in dry methanol (100 mL) and H2SO4 (1 mL) was refluxed for 20 h. The volatile product was removed in vacuo and the residue was redissolved in ethyl acetate (EA) and washed with aqueous NaHCO3, water and brine. The organic phase was dried with anhydrous sodium sulphate and the solvent was evaporated to yield methyl 3,5-dihydroxybenzoate as a white colored solid (95% yield, m.p.=170° C.). 1H-NMR (300 MHz, CDCl3) δ 7.1 (d, 2H), 6.6 (t, 1H... Starting materials: FC(C=1C=C(C(=O)N2CCC3(C(=CNC3=O)C3=C(C=CC=C3)C)CC2)C=C(C1)C(F)(F)F)(F)F (8-(3,5-bis-trifluoromethyl-benzoyl)-4-o-tolyl-2,8-diaza-spiro[4.5]dec-3-en-1-one), CN(CCCCl)C (3-dimethylamino-1-propyl chloride). Product: FC(C=1C=C(C(=O)N2CCC3(C(=CN(C3=O)CCCN(C)C)C3=C(C=CC=C3)C)CC2)C=C(C1)C(F)(F)F)(F)F (8-(3,5-Bis-trifluoromethyl-benzoyl)-2-(3-dimethylamino-propyl)-4-o-tolyl-2,8-diaza-spiro[4.5]dec-3-en-1-one). Reaction SMILES: [F:1][C:2]([F:34])([F:33])[C:3]1[CH:4]=[C:5]([CH:26]=[C:27]([C:29]([F:32])([F:31])[F:30])[CH:28]=1)[C:6]([N:8]1[CH2:25][CH2:24][C:11]2([C:15](=[O:16])[NH:14][CH:13]=[C:12]2[C:17]2[CH:22]=[CH:21][CH:20]=[CH:19][C:18]=2[CH3:23])[CH2:10][CH2:9]1)=[O:7].[CH3:35][N:36]([CH3:41])[CH2:37][CH2:38][CH2:39]Cl>>[F:32][C:29]([F:30])([F:31])[C:27]1[CH:26]=[C:5]([CH:4]=[C:3]([C:2]([F:1])([F:33])[F:34])[CH:28]=1)[C:6]([N:8]1[CH2:25][CH2:24][C:11]2([C:15](=[O:16])[N:14]([CH2:39][CH2:38][CH2:37][N:36]([CH3:41])[CH3:35])[CH:13]=[C:12]2[C:17]2[CH:22]=[CH:21][CH:20]=[CH:19][C:18]=2[CH3:23])[CH2:10][CH2:9]1)=[O:7]. Reported procedure: The title compound, MS: m/e=568.2 (M+H+), was prepared in accordance with the general method of example 99 from 8-(3,5-bis-trifluoromethyl-benzoyl)-4-o-tolyl-2,8-diaza-spiro[4.5]dec-3-en-1-one and 3-dimethylamino-1-propyl chloride.